The task is: describe an organic reaction: reactants, conditions, products, and yield. This data is from the Open Reaction Database (ORD), a public repository of structured organic reaction records. Reactants: [OH-].[Na+] (NaOH), NC=1C(=NC(=C[N+]1[O-])C1=CN(C(C=C1)=O)C)C(=O)N (3-amino-6-(1-methyl-6-oxo-1,6-dihydro-3-pyridyl)-2-pyrazinecarboxamide 4-oxide), O (water), P(=O)(Cl)(Cl)Cl (phosphoric trichloride). Solvent: CN(C)C=O (DMF). Reaction conditions: temperature -10 celsius, time 1 hour. The product is NC=1C(=NC(=C(N1)Cl)C1=CN(C(C=C1)=O)C)C(=O)N (3-amino-5-chloro-6-(1-methyl-6-oxo-1,6-dihydro-3-pyridyl)-2-pyrazinecarboxamide). RXN SMILES: [NH2:1][C:2]1[C:3]([C:17]([NH2:19])=[O:18])=[N:4][C:5]([C:9]2[CH:14]=[CH:13][C:12](=[O:15])[N:11]([CH3:16])[CH:10]=2)=[CH:6][N+:7]=1[O-].P(Cl)(Cl)([Cl:22])=O.O.[OH-].[Na+]>CN(C=O)C>[NH2:1][C:2]1[C:3]([C:17]([NH2:19])=[O:18])=[N:4][C:5]([C:9]2[CH:14]=[CH:13][C:12](=[O:15])[N:11]([CH3:16])[CH:10]=2)=[C:6]([Cl:22])[N:7]=1 |f:3.4|. Procedure: To a suspension of 3-amino-6-(1-methyl-6-oxo-1,6-dihydro-3-pyridyl)-2-pyrazinecarboxamide 4-oxide (1.0 g) in DMF was added phosphoric trichloride (1.07 ml) at −40° C. for 20 minutes. This reaction mixture was warmed to −10° C. and stirred for 1 hour. To this solution was added water (40 ml) and stirred at 40° C. for 14 hours. The pH of the resulting suspension was adjusted to 4.5 with 30% The pH of the aqueous mixture was adjusted to 6-7 with 12% aq. NaOH. The precipitate was collected by filtra... RXN SMILES: O[CH2:2][C:3]1[S:4][CH:5]=[CH:6][C:7]=1[CH3:8].[Br-:9].[C:10]1([PH+:16]([C:23]2[CH:28]=[CH:27][CH:26]=[CH:25][CH:24]=2)[C:17]2[CH:22]=[CH:21][CH:20]=[CH:19][CH:18]=2)[CH:15]=[CH:14][CH:13]=[CH:12][CH:11]=1>C(#N)C>[Br-:9].[CH3:8][C:7]1[CH:6]=[CH:5][S:4][C:3]=1[CH2:2][P+:16]([C:17]1[CH:18]=[CH:19][CH:20]=[CH:21][CH:22]=1)([C:23]1[CH:28]=[CH:27][CH:26]=[CH:25][CH:24]=1)[C:10]1[CH:11]=[CH:12][CH:13]=[CH:14][CH:15]=1 |f:1.2,4.5|. Procedure: 2-Hydroxymethyl-3-methyl-thiophene (4.5 g.) was dissolved in 90 ml. of acetonitrile and 12.3 g. of triphenylphosphonium bromide were added. The reaction mixture was heated to 70° C. for 3 hours. After cooling the resulting precipitate was filtered off, washed with benzene and dried at 80° C. under high vacuum. The resulting (3-methyl-2-thenyl)triphenylphosphonium bromide has a m.p. 266°-269° C. Starting materials: OCC=1SC=CC1C (2-Hydroxymethyl-3-methyl-thiophene), [Br-].C1(=CC=CC=C1)[PH+](C1=CC=CC=C1)C1=CC=CC=C1 (triphenylphosphonium bromide). Yields the product [Br-].CC1=C(SC=C1)C[P+](C1=CC=CC=C1)(C1=CC=CC=C1)C1=CC=CC=C1 ((3-methyl-2-thenyl)triphenyl phosphonium bromide). Conditions: temperature 70 celsius. Run in C(C)#N (acetonitrile). Starting materials: C(C)(C)(C)OC(=O)N1CCN(CC1)C1=CC=C(C=C1)NC(=O)C=1NC2=C(C=CC=C2C1C)OC (4-{4-[(7-Methoxy-3-methyl-1H-indole-2-carbonyl)-amino]-phenyl}-piperazine-1-carboxylic acid tert-butyl ester), CC(C(=O)O)(CC(=O)O)C (2,2-dimethyl-succinic acid), ON1N=NC2=C1C=CC=C2 (N-hydroxybenzotriazole), Cl.C(C)N=C=NCCCN(C)C (1-ethyl-3-(3-dimethylaminopropyl)carbodiimide hydrochloride). The solvent is C(=O)(C(F)(F)F)O.C(Cl)Cl (TFA CH2Cl2), C(C)(C)N(CC)C(C)C (diisopropylethylamine), ClCCl (dichloromethane). Conditions: time 8 hour. The product is COC=1C=CC=C2C(=C(NC12)C(=O)NC1=CC=C(C=C1)N1CCN(CC1)C(CC(C(=O)O)(C)C)=O)C (4-(4-{4-[(7-methoxy-3-methyl-1H-indole-2-carbonyl)-amino]-phenyl}-piperazin-1-yl)-2,2-dimethyl-4-oxo-butyric acid). The yield is 4.7%. As a reaction SMILES: C([O:5][C:6]([N:8]1[CH2:13][CH2:12][N:11]([C:14]2[CH:19]=[CH:18][C:17]([NH:20][C:21]([C:23]3[NH:24][C:25]4[C:30]([C:31]=3[CH3:32])=[CH:29][CH:28]=[CH:27][C:26]=4[O:33][CH3:34])=[O:22])=[CH:16][CH:15]=2)[CH2:10][CH2:9]1)=O)(C)(C)C.[CH3:35][C:36]([CH3:44])([CH2:40]C(O)=O)[C:37]([OH:39])=[O:38].ON1C2C=CC=CC=2N=N1.Cl.C(N=C=NCCCN(C)C)C>C(O)(C(F)(F)F)=O.C(Cl)Cl.C(N(C(C)C)CC)(C)C.ClCCl>[CH3:34][O:33][C:26]1[CH:27]=[CH:28][CH:29]=[C:30]2[C:25]=1[NH:24][C:23]([C:21]([NH:20][C:17]1[CH:16]=[CH:15][C:14]([N:11]3[CH2:10][CH2:9][N:8]([C:6](=[O:5])[CH2:35][C:36]([CH3:44])([CH3:40])[C:37]([OH:39])=[O:38])[CH2:13][CH2:12]3)=[CH:19][CH:18]=1)=[O:22])=[C:31]2[CH3:32] |f:3.4,5.6|. Procedure details: 4-{4-[(7-Methoxy-3-methyl-1H-indole-2-carbonyl)-amino]-phenyl}-piperazine-1-carboxylic acid tert-butyl ester (139 mg, 0.3 mmol) (see example 1) was stirred in 5 mL of 1:3 TFA/CH2Cl2 at r.t. overnight, then concentrated. The residue was dissolved in 5 mL of 30:70 diisopropylethylamine/anhydrous dichloromethane, 2,2-dimethyl-succinic acid (72 mg, 0.49 mmol), N-hydroxybenzotriazole (61 mg, 0.45 mmol) and 1-ethyl-3-(3-dimethylaminopropyl)carbodiimide hydrochloride (86 mg, 0.45 mmol) were added. The ... Reactants: CC(=O)OC(C)=O, Cn1cc(CC2NC(=O)C(CO)NC2=O)c2ccccc21, c1ccncc1. The product is CC(=O)OCC1NC(=O)C(Cc2cn(C)c3ccccc23)NC1=O. Reaction SMILES: [CH3:22][C:23](=[O:24])[O:25][C:26](=[O:27])[CH3:28].[OH:1][CH2:2][CH:3]1[C:4](=[O:21])[NH:5][CH:6]([CH2:10][c:11]2[cH:12][n:13]([CH3:20])[c:14]3[cH:15][cH:16][cH:17][cH:18][c:19]23)[C:7](=[O:9])[NH:8]1.[cH:29]1[cH:30][cH:31][n:32][cH:33][cH:34]1>>[O:1]([CH2:2][CH:3]1[C:4](=[O:21])[NH:5][CH:6]([CH2:10][c:11]2[cH:12][n:13]([CH3:20])[c:14]3[cH:15][cH:16][cH:17][cH:18][c:19]23)[C:7](=[O:9])[NH:8]1)[C:23]([CH3:22])=[O:24]. Reactants: OC=1C=C(C=C(C1)C)NC(=O)C1=CC(=NN1C)C (N-(3-hydroxy-5-methylphenyl)-1,3-dimethyl-1H-pyrazole-5-carboxamide), C([O-])([O-])=O.[Cs+].[Cs+] (cesium carbonate), BrC=1C=CC(=NC1)[N+](=O)[O-] (5-bromo-2-nitropyridine). Solvent: CN(C=O)C (N,N-dimethylformamide). Product: CN1N=C(C=C1C(=O)NC1=CC(=CC(=C1)OC=1C=NC(=CC1)[N+](=O)[O-])C)C (1,3-dimethyl-N-{3-methyl-5-[(6-nitropyridin-3-yl)oxy]phenyl}-1H-pyrazole-5-carboxamide). Isolated yield 64.9%. As a reaction SMILES: [OH:1][C:2]1[CH:3]=[C:4]([NH:9][C:10]([C:12]2[N:16]([CH3:17])[N:15]=[C:14]([CH3:18])[CH:13]=2)=[O:11])[CH:5]=[C:6]([CH3:8])[CH:7]=1.C(=O)([O-])[O-].[Cs+].[Cs+].Br[C:26]1[CH:27]=[CH:28][C:29]([N+:32]([O-:34])=[O:33])=[N:30][CH:31]=1>CN(C)C=O>[CH3:17][N:16]1[C:12]([C:10]([NH:9][C:4]2[CH:3]=[C:2]([O:1][C:26]3[CH:31]=[N:30][C:29]([N+:32]([O-:34])=[O:33])=[CH:28][CH:27]=3)[CH:7]=[C:6]([CH3:8])[CH:5]=2)=[O:11])=[CH:13][C:14]([CH3:18])=[N:15]1 |f:1.2.3|. Procedure: In the same manner as in Reference Example 12 and using N-(3-hydroxy-5-methylphenyl)-1,3-dimethyl-1H-pyrazole-5-carboxamide (8.30 g, 33.8 mmol), cesium carbonate (16.5 g, 50.8 mmol), 5-bromo-2-nitropyridine (6.54 g, 32.2 mmol) and N,N-dimethylformamide (40 mL) as starting materials, the title compound (7.68 g, 54%) was obtained as a pale-yellow oil.